Dataset: the Open Reaction Database (ORD), a public repository of structured organic reaction records. Task: describe an organic reaction: reactants, conditions, products, and yield Reactants: Cc1nc(N)nc2c1C(=O)CC(c1ccccc1-c1cccnc1)C2, Cc1nc(N)nc2c1C(=NO)CC(c1ccccc1-c1ccccc1)C2. Product: Cc1nc(N)nc2c1C(=NO)CC(c1ccccc1-c1cccnc1)C2. RXN SMILES: [NH2:1][c:2]1[n:3][c:4]2[c:9]([c:10]([CH3:12])[n:11]1)[C:8](=[O:13])[CH2:7][CH:6]([c:14]1[c:15](-[c:20]3[cH:21][n:22][cH:23][cH:24][cH:25]3)[cH:16][cH:17][cH:18][cH:19]1)[CH2:5]2.[NH2:26][c:27]1[n:28][c:29]([CH3:30])[c:31]2[c:50]([n:51]1)[CH2:49][CH:34]([c:35]1[cH:36][cH:37][cH:40][cH:41][c:42]1-[c:43]1[cH:44][cH:45][cH:46][cH:47][cH:48]1)[CH2:33][C:32]2=[N:38][OH:39]>>[NH2:1][c:2]1[n:3][c:4]2[c:9]([c:10]([CH3:12])[n:11]1)[C:8](=[N:38][OH:39])[CH2:7][CH:6]([c:14]1[c:15](-[c:20]3[cH:21][n:22][cH:23][cH:24][cH:25]3)[cH:16][cH:17][cH:18][cH:19]1)[CH2:5]2. Reactants: C(C1=CC=CC=C1)(C1=CC=CC=C1)(C1=CC=CC=C1)NC=1SC=C(N1)/C(/C(=O)N[C@H]1[C@@H]2N(C(=C(CS2)CSC2=NN=NN2N=CC2=CC=CC=C2)C(=O)O)C1=O)=N/OC (7β-[2-(2-tritylaminothiazol-4-yl)-(Z)-2-methoxyiminoacetamido]-3-[(1-benzylideneamino-1H-tetrazol-5-yl)thiomethyl]-3-cephem-4-carboxylic acid). The solvent is C(=O)O (formic acid). Run at time 2 hour. Product: C(=O)O.C(C1=CC=CC=C1)(C1=CC=CC=C1)(C1=CC=CC=C1)NC=1SC=C(N1)/C(/C(=O)N[C@H]1[C@@H]2N(C(=C(CS2)CSC2=NN=NN2N=CC2=CC=CC=C2)C(=O)O)C1=O)=N/OC (7β-[2-(2-tritylaminothiazol-4-yl)-(Z)-2-methoxyiminoacetamido]-3-[(1-benzylideneamino-1H-tetrazol-5-yl)thiomethyl]-3-cephem-4-carboxylic acid formate). Yield: 104.6%. As a reaction SMILES: [C:1]([NH:20][C:21]1[S:22][CH:23]=[C:24](/[C:26](=[N:57]/[O:58][CH3:59])/[C:27]([NH:29][C@@H:30]2[C:55](=[O:56])[N:32]3[C:33]([C:52]([OH:54])=[O:53])=[C:34]([CH2:37][S:38][C:39]4[N:43]([N:44]=[CH:45][C:46]5[CH:51]=[CH:50][CH:49]=[CH:48][CH:47]=5)[N:42]=[N:41][N:40]=4)[CH2:35][S:36][C@H:31]23)=[O:28])[N:25]=1)([C:14]1[CH:19]=[CH:18][CH:17]=[CH:16][CH:15]=1)([C:8]1[CH:13]=[CH:12][CH:11]=[CH:10][CH:9]=1)[C:2]1[CH:7]=[CH:6][CH:5]=[CH:4][CH:3]=1>C(O)=O>[CH:52]([OH:54])=[O:53].[C:1]([NH:20][C:21]1[S:22][CH:23]=[C:24](/[C:26](=[N:57]/[O:58][CH3:59])/[C:27]([NH:29][C@@H:30]2[C:55](=[O:56])[N:32]3[C:33]([C:52]([OH:54])=[O:53])=[C:34]([CH2:37][S:38][C:39]4[N:43]([N:44]=[CH:45][C:46]5[CH:47]=[CH:48][CH:49]=[CH:50][CH:51]=5)[N:42]=[N:41][N:40]=4)[CH2:35][S:36][C@H:31]23)=[O:28])[N:25]=1)([C:2]1[CH:7]=[CH:6][CH:5]=[CH:4][CH:3]=1)([C:8]1[CH:9]=[CH:10][CH:11]=[CH:12][CH:13]=1)[C:14]1[CH:15]=[CH:16][CH:17]=[CH:18][CH:19]=1 |f:2.3|. Reported procedure: 2.92 g of 7β-[2-(2-tritylaminothiazol-4-yl)-(Z)-2-methoxyiminoacetamido]-3-[(1-benzylideneamino-1H-tetrazol-5-yl)thiomethyl]-3-cephem-4-carboxylic acid were dissolved in 15 ml of 80% formic acid, and the solution was stirred at room temperature for 2 hours. The precipitates were collected by filtration, washed with a mixture of 3 ml of isopropanol and 3 ml of ether, and then dried. 1.61 g of 7β-[2-(2-tritylaminothiazol-4-yl)-(Z)-2-methoxyiminoacetamido]-3-[(1-benzylideneamino-1H-tetrazol-5-yl)th... The product is FC1=C(C(=O)O)C=CC(=C1)NC(=O)C1=CC(=C2CCN(C2=C1)S(=O)(=O)C1=CC(=CC=C1)C(F)(F)F)OC (2-fluoro-4-{[4-methoxy-1-(3-trifluoromethyl-benzenesulfonyl)-2,3-dihydro-1H-indole-6-carbonyl]-amino}-benzoic acid). Yield: 86.0%. Solvent: CO (methanol). The reactants are [OH-].[K+] (KOH), C(C)OC(C1=C(C=C(C=C1)NC(=O)C1=CC(=C2CCN(C2=C1)S(=O)(=O)C1=CC(=CC=C1)C(F)(F)F)OC)F)=O (2-fluoro-4-{[4-methoxy-1-(3-trifluoromethyl-benzenesulfonyl)-2,3-dihydro-1H-indole-6-carbonyl]-amino}-benzoic acid ethyl ester), O1CCCC1 (tetrahydrofuran). Procedure details: A 3 N aqueous KOH solution (2 mL) was added to a solution of 2-fluoro-4-{[4-methoxy-1-(3-trifluoromethyl-benzenesulfonyl)-2,3-dihydro-1H-indole-6-carbonyl]-amino}-benzoic acid ethyl ester (14.4 mg, 0.03 mmol, 1 equiv.) in 2:1 tetrahydrofuran:methanol (3 mL) and the mixture was shaken for 16 hours. The mixture was concentrated under a stream of N2 and the pH adjusted to 1 with 3 N aqueous HCl solution (2 mL). The mixture was extracted with 1:1 CHCl3:IPA (3×1 mL). The organic layers were combined,... RXN SMILES: [OH-].[K+].C([O:5][C:6](=[O:41])[C:7]1[CH:12]=[CH:11][C:10]([NH:13][C:14]([C:16]2[CH:24]=[C:23]3[C:19]([CH2:20][CH2:21][N:22]3[S:25]([C:28]3[CH:33]=[CH:32][CH:31]=[C:30]([C:34]([F:37])([F:36])[F:35])[CH:29]=3)(=[O:27])=[O:26])=[C:18]([O:38][CH3:39])[CH:17]=2)=[O:15])=[CH:9][C:8]=1[F:40])C.O1CCCC1>CO>[F:40][C:8]1[CH:9]=[C:10]([NH:13][C:14]([C:16]2[CH:24]=[C:23]3[C:19]([CH2:20][CH2:21][N:22]3[S:25]([C:28]3[CH:33]=[CH:32][CH:31]=[C:30]([C:34]([F:35])([F:37])[F:36])[CH:29]=3)(=[O:26])=[O:27])=[C:18]([O:38][CH3:39])[CH:17]=2)=[O:15])[CH:11]=[CH:12][C:7]=1[C:6]([OH:41])=[O:5] |f:0.1|. Starting materials: C(C)(=O)Cl (acetyl chloride), CNC (dimethylamine), C(=O)(O)C12CC3(CC(CC(C1)C3)C2)[N+](=O)[O-] (1-carboxy-3-nitroadamantane). The solvent is CN(C)C=O (DMF). Run at time 2 hour. Yields the product CN(C(=O)C12CC3(CC(CC(C1)C3)C2)[N+](=O)[O-])C (1-(N,N-dimethylcarbamoyl)-3-nitroadamantane). Yield: 95.0%. As a reaction SMILES: C(Cl)(=O)C.[CH3:5][NH:6][CH3:7].[C:8]([C:11]12[CH2:20][CH:15]3[CH2:16][CH:17]([CH2:19][C:13]([N+:21]([O-:23])=[O:22])([CH2:14]3)[CH2:12]1)[CH2:18]2)(O)=[O:9]>CN(C=O)C>[CH3:5][N:6]([CH3:7])[C:8]([C:11]12[CH2:20][CH:15]3[CH2:16][CH:17]([CH2:19][C:13]([N+:21]([O-:23])=[O:22])([CH2:14]3)[CH2:12]1)[CH2:18]2)=[O:9]. Procedure: In an atmosphere of nitrogen, 10 mmole of 1-carboxy-3-nitroadamantane obtained by the method of Example 43 was dissolved in 10 ml of DMF. To the mixture, 15 mmole of acetyl chloride was added dropwise over 30 minutes. The mixture was heated to begin to reflux around the conclusion of the addition. After refluxing for 2 hours, the mixture was cooled,and 25 mmole of dimethylamine was added dropwise over 30 minutes while retaining the temperature of the mixture at 10° C. or less followed by stirrin... Reactants: Cl, CCCC(N)C(Oc1ccc2c(cnn2-c2ccc(F)cc2)c1)c1ccccc1, CCC(N)C(O)c1ccccc1. The product is CCC(N)C(Oc1ccc2c(cnn2-c2ccc(F)cc2)c1)c1ccccc1. Reaction SMILES: [ClH:30].[F:1][c:2]1[cH:3][cH:4][c:5](-[n:8]2[n:9][cH:10][c:11]3[cH:12][c:13]([O:17][CH:18]([CH:19]([CH2:20][CH2:21][CH3:22])[NH2:23])[c:24]4[cH:25][cH:26][cH:27][cH:28][cH:29]4)[cH:14][cH:15][c:16]23)[cH:6][cH:7]1.[NH2:31][CH:32]([CH2:33][CH3:34])[CH:35]([c:36]1[cH:37][cH:38][cH:39][cH:40][cH:41]1)[OH:42]>>[F:1][c:2]1[cH:3][cH:4][c:5](-[n:8]2[n:9][cH:10][c:11]3[cH:12][c:13]([O:17][CH:18]([CH:19]([CH2:20][CH3:21])[NH2:23])[c:24]4[cH:25][cH:26][cH:27][cH:28][cH:29]4)[cH:14][cH:15][c:16]23)[cH:6][cH:7]1. The reactants are C1CCOC1, O=C(C1CCC(O)CC1)N1CCN(C2CCC2)CC1, CC(C)(C)OC(=O)N=NC(=O)OC(C)(C)C, c1ccc(P(c2ccccc2)c2ccccc2)cc1, Oc1ccc(-n2cncn2)cc1. The product is O=C(C1CCC(Oc2ccc(-n3cncn3)cc2)CC1)N1CCN(C2CCC2)CC1. Reaction SMILES: [CH2:67]1[O:68][CH2:69][CH2:70][CH2:71]1.[CH:1]1([N:5]2[CH2:6][CH2:7][N:8]([C:11](=[O:12])[CH:13]3[CH2:14][CH2:15][CH:16]([OH:19])[CH2:17][CH2:18]3)[CH2:9][CH2:10]2)[CH2:2][CH2:3][CH2:4]1.[N:51]([C:52]([O:53][C:54]([CH3:55])([CH3:56])[CH3:57])=[O:58])=[N:59][C:60]([O:61][C:62]([CH3:63])([CH3:64])[CH3:65])=[O:66].[c:32]1([P:33]([c:34]2[cH:35][cH:36][cH:37][cH:38][cH:39]2)[c:40]2[cH:41][cH:42][cH:43][cH:44][cH:45]2)[cH:46][cH:47][cH:48][cH:49][cH:50]1.[n:20]1(-[c:25]2[cH:26][cH:27][c:28]([OH:31])[cH:29][cH:30]2)[n:21][cH:22][n:23][cH:24]1>>[CH:1]1([N:5]2[CH2:6][CH2:7][N:8]([C:11](=[O:12])[CH:13]3[CH2:14][CH2:15][CH:16]([O:19][c:28]4[cH:27][cH:26][c:25](-[n:20]5[n:21][cH:22][n:23][cH:24]5)[cH:30][cH:29]4)[CH2:17][CH2:18]3)[CH2:9][CH2:10]2)[CH2:2][CH2:3][CH2:4]1.